From a dataset of the Open Reaction Database (ORD), a public repository of structured organic reaction records. describe an organic reaction: reactants, conditions, products, and yield The reactants are FC=1C(=C(C(=C2C1C(=O)OC2=O)F)F)F (tetrafluorophthalic anhydride), C[C@H](C1=CC=CC=C1)N ((R)-α-methylbenzylamine). Run in C(Cl)(Cl)Cl (chloroform). Run at temperature 180 celsius. Product: C1(CCCCC1)[C@@H](C)N1C(C2=C(C(=C(C(=C2C1=O)F)F)F)F)=O ((R)-2-(1-cyclohexylethyl)-4,5,6,7-tetrafluoro-1H-isoindole-1,3-dione). Isolated yield 63.8%. As a reaction SMILES: [F:1][C:2]1[C:3]([F:15])=[C:4]([F:14])[C:5]([F:13])=[C:6]2[C:11](=[O:12])[O:10][C:8](=O)[C:7]=12.[CH3:16][C@@H:17]([NH2:24])[C:18]1[CH:23]=[CH:22][CH:21]=[CH:20][CH:19]=1>C(Cl)(Cl)Cl>[CH:18]1([C@H:17]([N:24]2[C:11](=[O:12])[C:6]3[C:7](=[C:2]([F:1])[C:3]([F:15])=[C:4]([F:14])[C:5]=3[F:13])[C:8]2=[O:10])[CH3:16])[CH2:23][CH2:22][CH2:21][CH2:20][CH2:19]1. Procedure: 220 mg of tetrafluorophthalic anhydride and 127 mg of (R)-α-methylbenzylamine were charged in an egg-plant type flask of 50 ml, followed by stirring under heating at a temperature of 180° C. for 1.5 hours. After cooled, the reaction product was dissolved in chloroform, purified by silica gel column chromatography (eluent; methylene chloride:methanol=30:1 v/v), recrystallized from a mixed solvent of n-hexane-ethyl acetate, to obtain 210 mg of the desired product as a colorless powder. Yield: 64%....